This data is from the Open Reaction Database (ORD), a public repository of structured organic reaction records. The task is: describe an organic reaction: reactants, conditions, products, and yield Starting materials: O1C(COC2=C3CCCC3=CC=C2)C1 (4-(2,3-epoxypropoxy)indane), Cl.C1C(CCC2=CC=CC=C12)NCC(COC1=C2CCCC2=CC=C1)O (N-(1,2,3,4-tetrahydronaphth-2-yl)-2-hydroxy-3-indan-4-yloxypropanamine hydrochloride). The solvent is C(C)O (ethanol). The product is NC1CC2=CC=CC=C2CC1 (2-aminotetralin). Reaction SMILES: O1CC1COC1C=CC=C2C=1CCC2.Cl.[CH2:16]1[C:25]2[C:20](=[CH:21][CH:22]=[CH:23][CH:24]=2)[CH2:19][CH2:18][CH:17]1[NH:26]CC(O)COC1C=CC=C2C=1CCC2>C(O)C>[NH2:26][CH:17]1[CH2:18][CH2:19][C:20]2[C:25](=[CH:24][CH:23]=[CH:22][CH:21]=2)[CH2:16]1 |f:1.2|. Procedure: Following the procedure of Example 27, but starting from 4-(2,3-epoxypropoxy)indane (19 g) and 2-aminotetralin (14.81 g) in absolute ethanol (150 ml), N-(1,2,3,4-tetrahydronaphth-2-yl)-2-hydroxy-3-indan-4-yloxypropanamine hydrochloride is obtained ((iA): E and G, taken together, represent a group --CH2 --CH2 --CH2 --, R=H, and the chain is attached to position 2 of the tetralin moiety). The reactants are ClCC(=O)C1=CC=CC=C1 (2-Chloro-1-phenylethanone), O=C(C(C1=CC=CC=C1)NC=1C=C(C(=O)O)C=CC1)O[C@H]1CN2CCC1CC2 (3-(2-oxo-1-phenyl-2-((R)-quinuclidin-3-yloxy)ethylamino)benzoic acid). The solvent is C(C)#N (acetonitrile), CN(C)C=O (DMF). Reaction conditions: time 24 hour. Yields the product [Cl-].C(=O)(O)C=1C=C(C=CC1)NC(C(=O)O[C@H]1C[N+]2(CCC1CC2)CC(C2=CC=CC=C2)=O)C2=CC=CC=C2 ((3R)-3-(2-(3-carboxyphenylamino)-2-phenylacetoxy)-1-(2-oxo-2-phenylethyl)-1-azoniabicyclo[2.2.2]octane chloride). Yield: 14.0%. As a reaction SMILES: [Cl:1][CH2:2][C:3]([C:5]1[CH:10]=[CH:9][CH:8]=[CH:7][CH:6]=1)=[O:4].[O:11]=[C:12]([O:30][C@@H:31]1[CH:36]2[CH2:37][CH2:38][N:33]([CH2:34][CH2:35]2)[CH2:32]1)[CH:13]([NH:20][C:21]1[CH:22]=[C:23]([CH:27]=[CH:28][CH:29]=1)[C:24]([OH:26])=[O:25])[C:14]1[CH:19]=[CH:18][CH:17]=[CH:16][CH:15]=1>C(#N)C.CN(C=O)C>[Cl-:1].[C:24]([C:23]1[CH:22]=[C:21]([NH:20][CH:13]([C:14]2[CH:19]=[CH:18][CH:17]=[CH:16][CH:15]=2)[C:12]([O:30][C@@H:31]2[CH:36]3[CH2:37][CH2:38][N+:33]([CH2:2][C:3](=[O:4])[C:5]4[CH:10]=[CH:9][CH:8]=[CH:7][CH:6]=4)([CH2:34][CH2:35]3)[CH2:32]2)=[O:11])[CH:29]=[CH:28][CH:27]=1)([OH:26])=[O:25] |f:4.5|. Reported procedure: 2-Chloro-1-phenylethanone (I19) (24.4 mg, 0.16 mmol) was added to a solution of 3-(2-oxo-1-phenyl-2-((R)-quinuclidin-3-yloxy)ethylamino)benzoic acid (I5) (60 mg, 0.16 mmol) in acetonitrile (1 ml) and DMF (1 ml). The reaction mixture was stirred at room temperature for 24 hours. The solvent was evaporated, and the residue was purified by preparative HPLC (eluents CH3CN/H2O) to obtain (3R)-3-(2-(3-carboxyphenylamino)-2-phenylacetoxy)-1-(2-oxo-2-phenylethyl)-1-azoniabicyclo[2.2.2]octane chloride (1...